The task is: describe an organic reaction: reactants, conditions, products, and yield. This data is from the Open Reaction Database (ORD), a public repository of structured organic reaction records. Reactants: Fc1ccc(Br)c2ccccc12, [Li]CCCC, CC1(C)CCCC(C)(C)N1, CN(C)C=O, [Cl-], [NH4+], C1CCOC1. Yields the product O=Cc1cc(Br)c2ccccc2c1F. RXN SMILES: [Br:16][c:17]1[cH:18][cH:19][c:20]([F:27])[c:21]2[cH:22][cH:23][cH:24][cH:25][c:26]12.[CH2:11]([Li:12])[CH2:13][CH2:14][CH3:15].[CH3:1][C:2]1([CH3:3])[CH2:4][CH2:5][CH2:6][C:7]([CH3:8])([CH3:9])[NH:10]1.[CH3:35][N:36]([CH3:37])[CH:38]=[O:39].[Cl-:28].[NH4+:29].[O:30]1[CH2:31][CH2:34][CH2:33][CH2:32]1>>[Br:16][c:17]1[cH:18][c:19]([CH:31]=[O:30])[c:20]([F:27])[c:21]2[cH:22][cH:23][cH:24][cH:25][c:26]12. The reactants are CSc1ncc(NC(=O)OC(C)(C)C)c(-c2ccccc2C)n1, CN(C)C=O, CI, ClCCl, O. Product: CSc1ncc(N(C)C(=O)OC(C)(C)C)c(-c2ccccc2C)n1. Reaction SMILES: [C:1]([CH3:2])([CH3:3])([CH3:4])[O:5][C:6]([NH:7][c:8]1[c:9](-[c:16]2[c:17]([CH3:22])[cH:18][cH:19][cH:20][cH:21]2)[n:10][c:11]([S:14][CH3:15])[n:12][cH:13]1)=[O:23].[CH3:24][N:25]([CH3:26])[CH:27]=[O:28].[CH3:29][I:30].[Cl:32][CH2:33][Cl:34].[OH2:31]>>[C:1]([CH3:2])([CH3:3])([CH3:4])[O:5][C:6]([N:7]([c:8]1[c:9](-[c:16]2[c:17]([CH3:22])[cH:18][cH:19][cH:20][cH:21]2)[n:10][c:11]([S:14][CH3:15])[n:12][cH:13]1)[CH3:24])=[O:23]. Reactants: C([O-])([O-])=O.[K+].[K+] (potassium carbonate), Cl.ClC1=C(C=CC(=C1)Cl)CCOC=1C=C(C=CC1OC)C(=O)N1CCNCC1 ({3-[2-(2,4-Dichlorophenyl)-ethoxy]-4-methoxy-phenyl}-piperazin-1-yl-methanone, hydrochloride salt), BrCC1=CC=C(C#N)C=C1 (4-bromomethyl-benzonitrile). Solvent: CN(C)C=O (DMF). Reaction conditions: time 16 hour. Yields the product ClC1=C(C=CC(=C1)Cl)CCOC=1C=C(C(=O)N2CCN(CC2)CC2=CC=C(C#N)C=C2)C=CC1OC (4-(4-{3-[2-(2,4-Dichlorophenyl)-ethoxy]-4-methoxy-benzoyl}-piperazin-1-ylmethyl)-benzonitrile). As a reaction SMILES: Cl.[Cl:2][C:3]1[CH:8]=[C:7]([Cl:9])[CH:6]=[CH:5][C:4]=1[CH2:10][CH2:11][O:12][C:13]1[CH:14]=[C:15]([C:21]([N:23]2[CH2:28][CH2:27][NH:26][CH2:25][CH2:24]2)=[O:22])[CH:16]=[CH:17][C:18]=1[O:19][CH3:20].C(=O)([O-])[O-].[K+].[K+].Br[CH2:36][C:37]1[CH:44]=[CH:43][C:40]([C:41]#[N:42])=[CH:39][CH:38]=1>CN(C=O)C>[Cl:2][C:3]1[CH:8]=[C:7]([Cl:9])[CH:6]=[CH:5][C:4]=1[CH2:10][CH2:11][O:12][C:13]1[CH:14]=[C:15]([CH:16]=[CH:17][C:18]=1[O:19][CH3:20])[C:21]([N:23]1[CH2:28][CH2:27][N:26]([CH2:36][C:37]2[CH:44]=[CH:43][C:40]([C:41]#[N:42])=[CH:39][CH:38]=2)[CH2:25][CH2:24]1)=[O:22] |f:0.1,2.3.4|. Procedure: 0.050 g (0.112 mmol) of {3-[2-(2,4-Dichlorophenyl)-ethoxy]-4-methoxy-phenyl}-piperazin-1-yl-methanone, hydrochloride salt was dissolved in 3 ml of DMF. 61.9 mg (0.448 mmol) of potassium carbonate was added to the solution, followed by 0.022 g (0.11 mmol) of 4-bromomethyl-benzonitrile. The reaction solution was shaken for 16 h at RT. The solvent was removed under reduced pressure, the residue was taken-up in ethyl acetate and the solution was washed twice with water and once with saturated aqueou...